Dataset: the Open Reaction Database (ORD), a public repository of structured organic reaction records. Task: describe an organic reaction: reactants, conditions, products, and yield Yields the product ClC1=CC=C(C(=N1)C)C(C)O (1-(6-Chloro-2-methylpyridin-3-yl)ethanol). Reactants: ClC1=NC(=C(C=O)C=C1)C (6-Chloro-2-methylnicotinaldehyde), C[Mg]Br (Methylmagnesium bromide). Run at temperature -78 celsius. The solvent is C1CCOC1 (THF). As a reaction SMILES: [Cl:1][C:2]1[CH:9]=[CH:8][C:5]([CH:6]=[O:7])=[C:4]([CH3:10])[N:3]=1.[CH3:11][Mg]Br>C1COCC1>[Cl:1][C:2]1[N:3]=[C:4]([CH3:10])[C:5]([CH:6]([OH:7])[CH3:11])=[CH:8][CH:9]=1. Procedure: 6-Chloro-2-methylnicotinaldehyde (300 mg, 1.93 mmol) was taken up in THF (9.6 ml) under argon and cooled to −78° C. Methylmagnesium bromide (1.29 ml, 3.86 mmol) was added dropwise over 5 minutes. The reaction temperature was maintained at −78° C. for 20 minutes, then was allowed to warm to 0° C. over 2 hours. The reaction was quenched with saturated aqueous ammonium chloride and allowed to warm to room temperature. The reaction mixture was extracted three times with ethyl acetate, dried over anh... Starting materials: CCCCCC, O=C(O)c1nc(-c2ccccc2)n2c1CN=C(c1ccccc1F)c1cc(Cl)ccc1-2. Product: Fc1ccccc1C1=NCc2cnc(-c3ccccc3)n2-c2ccc(Cl)cc21. RXN SMILES: [CH3:32][CH2:33][CH2:34][CH2:35][CH2:36][CH3:37].[Cl:1][c:2]1[cH:3][cH:4][c:5]2[c:6]([cH:31]1)[C:7]([c:24]1[c:25]([F:30])[cH:26][cH:27][cH:28][cH:29]1)=[N:8][CH2:9][c:10]1[n:11]-2[c:12](-[c:18]2[cH:19][cH:20][cH:21][cH:22][cH:23]2)[n:13][c:14]1[C:15]([OH:16])=[O:17]>>[Cl:1][c:2]1[cH:3][cH:4][c:5]2[c:6]([cH:31]1)[C:7]([c:24]1[c:25]([F:30])[cH:26][cH:27][cH:28][cH:29]1)=[N:8][CH2:9][c:10]1[n:11]-2[c:12](-[c:18]2[cH:19][cH:20][cH:21][cH:22][cH:23]2)[n:13][cH:14]1.